Dataset: the Open Reaction Database (ORD), a public repository of structured organic reaction records. Task: describe an organic reaction: reactants, conditions, products, and yield Starting materials: CC(=O)O[BH-](OC(C)=O)OC(C)=O, CC(=O)O, ClCCl, O=CCCc1cccc(C(F)(F)F)c1, [Na+], [Na+], [OH-], O, CC(N)c1cccc2ccccc12. The product is CC(NCCCc1cccc(C(F)(F)F)c1)c1cccc2ccccc12. As a reaction SMILES: [C:28]([O:29][BH-:30]([O:31][C:32](=[O:33])[CH3:34])[O:35][C:36](=[O:37])[CH3:38])(=[O:39])[CH3:40].[CH3:45][C:46](=[O:47])[OH:48].[Cl:49][CH2:50][Cl:51].[F:1][C:2]([c:3]1[cH:4][c:5]([CH2:9][CH2:10][CH:11]=[O:12])[cH:6][cH:7][cH:8]1)([F:13])[F:14].[Na+:41].[Na+:43].[OH-:42].[OH2:44].[c:15]1([CH:25]([CH3:26])[NH2:27])[cH:16][cH:17][cH:18][c:19]2[cH:20][cH:21][cH:22][cH:23][c:24]12>>[F:1][C:2]([c:3]1[cH:4][c:5]([CH2:9][CH2:10][CH2:11][NH:27][CH:25]([c:15]2[cH:16][cH:17][cH:18][c:19]3[cH:20][cH:21][cH:22][cH:23][c:24]23)[CH3:26])[cH:6][cH:7][cH:8]1)([F:13])[F:14]. Starting materials: CC(=O)C(Cc1ccc(F)cc1)C(=O)SC(C)(C)C, Nc1cc(O)ccc1F. The product is CC(=O)C(Cc1ccc(F)cc1)C(=O)Nc1cc(O)ccc1F. Reaction SMILES: [C:10]([S:11][C:15]([CH:16]([C:17]([CH3:18])=[O:19])[CH2:20][c:21]1[cH:22][cH:23][c:24]([F:27])[cH:25][cH:26]1)=[O:28])([CH3:12])([CH3:13])[CH3:14].[NH2:1][c:2]1[cH:3][c:4]([OH:9])[cH:5][cH:6][c:7]1[F:8]>>[NH:1]([c:2]1[cH:3][c:4]([OH:9])[cH:5][cH:6][c:7]1[F:8])[C:15]([CH:16]([C:17]([CH3:18])=[O:19])[CH2:20][c:21]1[cH:22][cH:23][c:24]([F:27])[cH:25][cH:26]1)=[O:28]. RXN SMILES: [CH:1]1[C:10]2[C:5](=[CH:6][CH:7]=[CH:8][CH:9]=2)[CH:4]=[CH:3][C:2]=1[OH:11].[CH:12]([N:15]1[CH2:18][CH:17]([O:19][CH2:20][C:21]2[CH:26]=[CH:25][CH:24]=[CH:23][CH:22]=2)[CH2:16]1)([CH3:14])[CH3:13].[OH-].[K+]>CCOCC>[CH:1]1[C:10]2[C:5](=[CH:6][CH:7]=[CH:8][CH:9]=2)[CH:4]=[CH:3][C:2]=1[O:11][CH2:18][CH:17]([O:19][CH2:20][C:21]1[CH:22]=[CH:23][CH:24]=[CH:25][CH:26]=1)[CH2:16][NH:15][CH:12]([CH3:13])[CH3:14] |f:2.3|. Isolated yield 84.0%. Run in CCOCC (ether). Run at temperature 180 celsius. Reported procedure: A mixture of 17.3 parts of β-naphthol, 20.5 parts of 1-(iso-propyl)-3-benzyloxyazetidine, and 1.1 parts of potassium hydroxide was heated under nitrogen gas at 180° C. for 8 hours with agitation. The reaction mixture was cooled and dissolved in 100 parts of ether. The solution was washed with 50 parts of 2N-sodium hydroxide aqueous solution and dried over anhydrous sodium sulfate. Ether was distilled off and the residue was subjected to distillation to yield 29.3 parts of 1-(β-naphthoxy)-2-benzy... The product is 29.3, C1=C(C=CC2=CC=CC=C12)OCC(CNC(C)C)OCC1=CC=CC=C1 (1-(β-naphthoxy)-2-benzyloxy-3-(iso-propylamino)propane). Starting materials: 17.3, C1=C(C=CC2=CC=CC=C12)O (β-naphthol), C(C)(C)N1CC(C1)OCC1=CC=CC=C1 (1-(iso-propyl)-3-benzyloxyazetidine), [OH-].[K+] (potassium hydroxide). The reactants are Cc1cc(C)c(N)c(C)c1, CCOC(C)=O, COc1ccc(-c2cc(Cl)nc(C)n2)cc1OC. The product is COc1ccc(-c2cc(Nc3c(C)cc(C)cc3C)nc(C)n2)cc1OC. As a reaction SMILES: [CH3:19][c:20]1[c:21]([NH2:22])[c:23]([CH3:28])[cH:24][c:25]([CH3:27])[cH:26]1.[CH3:29][CH2:30][O:31][C:32](=[O:33])[CH3:34].[Cl:1][c:2]1[n:3][c:4]([CH3:18])[n:5][c:6](-[c:8]2[cH:9][c:10]([O:16][CH3:17])[c:11]([O:14][CH3:15])[cH:12][cH:13]2)[cH:7]1>>[c:2]1([NH:22][c:21]2[c:20]([CH3:19])[cH:26][c:25]([CH3:27])[cH:24][c:23]2[CH3:28])[n:3][c:4]([CH3:18])[n:5][c:6](-[c:8]2[cH:9][c:10]([O:16][CH3:17])[c:11]([O:14][CH3:15])[cH:12][cH:13]2)[cH:7]1. Yields the product C(C)(C)(C)NC1=C(N=C2N1NC=N2)C2=C(C=CC(=C2)C)C (tert-Butyl-[5-(2,5-dimethyl-phenyl)-imidazo[1,2-b][1,2,4]triazol-6-yl]-amine). Procedure details: Compound 49 was prepared in accordance with the general synthesis instructions from 1.0 ml (0.1 mmol) 3-amino-1,2,4-triazole solution (0.1 M, MC), 0.575 ml (0.115 mmol) tert-butylisonitrile solution (0.2 M, MC), 0.500 ml (0.15 mmol) 2,5-dimethylbenzaldehyde solution (0.3 M, MC) and 10 μl perchloric acid (w=20%) in a substance library. The solvent is Cl(=O)(=O)(=O)O (perchloric acid). Reactants: NC1=NNC=N1 (3-amino-1,2,4-triazole), C(C)(C)(C)[N+]#[C-] (tert-butylisonitrile), CC1=C(C=O)C=C(C=C1)C (2,5-dimethylbenzaldehyde). Reaction SMILES: [NH2:1][C:2]1[N:6]=[CH:5][NH:4][N:3]=1.[C:7]([N+:11]#[C-:12])([CH3:10])([CH3:9])[CH3:8].[CH3:13][C:14]1[CH:21]=[CH:20][C:19]([CH3:22])=[CH:18][C:15]=1[CH:16]=O>Cl(O)(=O)(=O)=O>[C:7]([NH:11][C:12]1[N:3]2[NH:4][CH:5]=[N:6][C:2]2=[N:1][C:16]=1[C:15]1[CH:18]=[C:19]([CH3:22])[CH:20]=[CH:21][C:14]=1[CH3:13])([CH3:10])([CH3:9])[CH3:8]. Yields the product ClC=1C=C(CNC(=O)N2NC(C(C2C2=CC=CC=C2)C2=CC=CC=C2)=O)C=CC1Cl (1-[(3,4-Dichlorobenzyl)aminocarbonyl]-4,5-diphenyl-3-pyrazolidinone). RXN SMILES: [N+](C1C=CC([O:10][C:11]([N:13]2[CH:17]([C:18]3[CH:23]=[CH:22][CH:21]=[CH:20][CH:19]=3)[CH:16]([C:24]3[CH:29]=[CH:28][CH:27]=[CH:26][CH:25]=3)[C:15](=[O:30])[NH:14]2)=O)=CC=1)([O-])=O.[Cl:31][C:32]1[CH:33]=[C:34]([CH:37]=[CH:38][C:39]=1[Cl:40])[CH2:35][NH2:36]>CCO>[Cl:31][C:32]1[CH:33]=[C:34]([CH:37]=[CH:38][C:39]=1[Cl:40])[CH2:35][NH:36][C:11]([N:13]1[CH:17]([C:18]2[CH:23]=[CH:22][CH:21]=[CH:20][CH:19]=2)[CH:16]([C:24]2[CH:29]=[CH:28][CH:27]=[CH:26][CH:25]=2)[C:15](=[O:30])[NH:14]1)=[O:10]. Isolated yield 23.0%. Procedure: A solution of 1-[(4-nitrophenyl)oxycarbonyl]-4,5-diphenyl-3-pyrazolidinone (1.00 g, 2.48 mmol) and 3,4-dichlorobenzylamine (5 mL) in 50 mL abs. EtOH was heated to reflux for 8 hours. Solvent was removed in vacuo, the residue taken up in CH2Cl2, washed twice with 1N HCl and once with pH 7 buffer, and dried over Na2SO4. After removal of solvent in vacuo, the product was purified by chromatography (0-35% EtOAc:hexane gradient) to give 250 mg (23%) solid: The reactants are [N+](=O)([O-])C1=CC=C(C=C1)OC(=O)N1NC(C(C1C1=CC=CC=C1)C1=CC=CC=C1)=O (1-[(4-nitrophenyl)oxycarbonyl]-4,5-diphenyl-3-pyrazolidinone), ClC=1C=C(CN)C=CC1Cl (3,4-dichlorobenzylamine). Solvent: CCO (EtOH). Starting materials: CC1=C(C=CC=C1)/C=C/C(CC(=O)OCC)=O (ethyl (E)-5-(2-methylphenyl)-3-oxo-4-pentenoate), [BH4-].[Na+] (sodium borohydride). Run in O (water), C(C)O (ethanol). Reaction conditions: time 10 minute. The product is crude product, OC(CC(=O)OCC)\C=C\C1=C(C=CC=C1)C (ethyl (E)-3-hydroxy-5-(2-methylphenyl)penta-4-enoate). RXN SMILES: [CH3:1][C:2]1[CH:7]=[CH:6][CH:5]=[CH:4][C:3]=1/[CH:8]=[CH:9]/[C:10](=[O:17])[CH2:11][C:12]([O:14][CH2:15][CH3:16])=[O:13].[BH4-].[Na+]>C(O)C.O>[OH:17][CH:10](/[CH:9]=[CH:8]/[C:3]1[CH:4]=[CH:5][CH:6]=[CH:7][C:2]=1[CH3:1])[CH2:11][C:12]([O:14][CH2:15][CH3:16])=[O:13] |f:1.2|. Reported procedure: To a solution of ethyl (E)-5-(2-methylphenyl)-3-oxo-4-pentenoate (37.24 g, 160.3 mmol) in ethanol (100 ml) was added sodium borohydride (3.03 g, 80.2 mmol) by small portions under ice-cooling, and the mixture was stirred as it was for 10 min. The reaction solution was diluted with water, and extracted twice with ethyl acetate. The recovered organic layer was dried over anhydrous sodium sulfate and the solvent was evaporated under reduced pressure to give a crude product of ethyl (E)-3-hydroxy-5-...